The task is: describe an organic reaction: reactants, conditions, products, and yield. This data is from the Open Reaction Database (ORD), a public repository of structured organic reaction records. As a reaction SMILES: [CH2:1]([c:2]1[cH:3][cH:4][cH:5][cH:6][cH:7]1)[O:8][C:9](=[O:10])[N:11]1[CH:12]2[CH:13]=[CH:14][C:15]([CH2:24][CH3:25])([CH2:16]1)[CH2:17][C:18]2([C:19](=[O:20])[O:21][CH3:22])[Cl:23].[CH3:27][C:28](=[O:29])[OH:30].[Zn:26]>>[CH2:1]([c:2]1[cH:3][cH:4][cH:5][cH:6][cH:7]1)[O:8][C:9](=[O:10])[N:11]1[CH:12]2[CH:13]=[CH:14][C:15]([CH2:24][CH3:25])([CH2:16]1)[CH2:17][CH:18]2[C:19](=[O:20])[O:21][CH3:22]. The product is CCC12C=CC(C(C(=O)OC)C1)N(C(=O)OCc1ccccc1)C2. The reactants are CCC12C=CC(N(C(=O)OCc3ccccc3)C1)C(Cl)(C(=O)OC)C2, CC(=O)O, [Zn].